Dataset: the Open Reaction Database (ORD), a public repository of structured organic reaction records. Task: describe an organic reaction: reactants, conditions, products, and yield Reaction SMILES: [F:1][C:2]1[CH:7]=[CH:6][C:5]([N:8]2[CH2:13][CH2:12][NH:11][CH2:10][CH2:9]2)=[C:4]([O:14][CH2:15][C:16]([F:19])([F:18])[F:17])[CH:3]=1.Cl[CH2:21][CH2:22][CH2:23][N:24]1[C:29](=[O:30])[CH:28]=[CH:27][N:26]([CH2:31][O:32][CH2:33][CH2:34][Si:35]([CH3:38])([CH3:37])[CH3:36])[C:25]1=[O:39]>>[F:1][C:2]1[CH:7]=[CH:6][C:5]([N:8]2[CH2:13][CH2:12][N:11]([CH2:21][CH2:22][CH2:23][N:24]3[C:29](=[O:30])[CH:28]=[CH:27][N:26]([CH2:31][O:32][CH2:33][CH2:34][Si:35]([CH3:36])([CH3:38])[CH3:37])[C:25]3=[O:39])[CH2:10][CH2:9]2)=[C:4]([O:14][CH2:15][C:16]([F:18])([F:17])[F:19])[CH:3]=1. Reactants: FC1=CC(=C(C=C1)N1CCNCC1)OCC(F)(F)F (1-[4-fluoro-2-(2,2,2-trifluoroethoxy)phenyl]piperazine), ClCCCN1C(N(C=CC1=O)COCC[Si](C)(C)C)=O (3-(3-chloropropyl)-1-[2-(trimethylsilyl)ethoxymethyl]-2,4(1H,3H)-pyrimidinedione). Procedure details: substituting 1-[4-fluoro-2-(2,2,2-trifluoroethoxy)phenyl]piperazine and 3-(3-chloropropyl)-1-[2-(trimethylsilyl)ethoxymethyl]-2,4(1H,3H)-pyrimidinedione gave 3-(3-{4-[4-fluoro-2-(2,2,2-trifluoroethoxy)phenyl]piperazin-1-yl}propyl)-1-[2-(trimethylsilyl)ethoxymethyl]-2,4(1H,3H)-pyrimidinedione; Product: FC1=CC(=C(C=C1)N1CCN(CC1)CCCN1C(N(C=CC1=O)COCC[Si](C)(C)C)=O)OCC(F)(F)F (3-(3-{4-[4-fluoro-2-(2,2,2-trifluoroethoxy)phenyl]piperazin-1-yl}propyl)-1-[2-(trimethylsilyl)ethoxymethyl]-2,4(1H,3H)-pyrimidinedione). Reactants: CC(C)=O, [I-], [Na+], Cc1ccc(S(=O)(=O)OCC2NC(=O)C2N=[N+]=[N-])cc1. Product: [N-]=[N+]=NC1C(=O)NC1CI. Reaction SMILES: [CH3:23][C:24](=[O:25])[CH3:26].[I-:21].[Na+:22].[O:1]([S:2]([c:3]1[cH:4][cH:5][c:6]([CH3:7])[cH:8][cH:9]1)(=[O:10])=[O:11])[CH2:12][CH:13]1[NH:14][C:15](=[O:20])[CH:16]1[N:17]=[N+:18]=[N-:19]>>[CH2:12]([CH:13]1[NH:14][C:15](=[O:20])[CH:16]1[N:17]=[N+:18]=[N-:19])[I:21]. Starting materials: resultant mixture, ClC1=NC=CC(=C1)C=1SC=2C(NCC(CC2N1)(C)C)=O (2-(2-chloropyridin-4-yl)-5,6,7,8-tetrahydro-7,7-dimethylthiazolo[5,4-c]azepin-4-one), NC1=CC=C(C(=O)NC)C=C1 (4-amino-N-methyl-benzamide), CC(C)(C)[O-].[Na+] (NaOtBu), C1(=CC=CC=C1)C1=CC=CC=C1 (biphenyl), CC(C)(C)[O-].[Na+] (NaOtBu), C(C)(C)(C)P(C1=C(C=CC=C1)C1=CC=CC=C1)C(C)(C)C (2-(di-tert-butylphosphino)biphenyl), resultant mixture. Reagents/catalysts: CC(=O)[O-].CC(=O)[O-].[Pd+2] (Pd(OAc)2), CC(=O)[O-].CC(=O)[O-].[Pd+2] (Pd(OAc)2). The solvent is C1(=CC=CC=C1)C (toluene), O1CCOCC1 (dioxane). Product: CC1(CC2=C(C(NC1)=O)SC(=N2)C2=CC(=NC=C2)NC2=CC=C(C(=O)NC)C=C2)C (4-(4-(5,6,7,8-tetrahydro-7,7-dimethyl-4-oxo-4H-thiazolo[5,4-c]azepin-2-yl)pyridin-2-ylamino)-N-methylbenzamide). Yield: 19.4%. As a reaction SMILES: Cl[C:2]1[CH:7]=[C:6]([C:8]2[S:9][C:10]3[C:11](=[O:20])[NH:12][CH2:13][C:14]([CH3:19])([CH3:18])[CH2:15][C:16]=3[N:17]=2)[CH:5]=[CH:4][N:3]=1.[NH2:21][C:22]1[CH:31]=[CH:30][C:25]([C:26]([NH:28][CH3:29])=[O:27])=[CH:24][CH:23]=1.CC([O-])(C)C.[Na+].C1(C2C=CC=CC=2)C=CC=CC=1.C(P(C(C)(C)C)C1C=CC=CC=1C1C=CC=CC=1)(C)(C)C>C1(C)C=CC=CC=1.CC([O-])=O.CC([O-])=O.[Pd+2].O1CCOCC1>[CH3:18][C:14]1([CH3:19])[CH2:13][NH:12][C:11](=[O:20])[C:10]2[S:9][C:8]([C:6]3[CH:5]=[CH:4][N:3]=[C:2]([NH:21][C:22]4[CH:23]=[CH:24][C:25]([C:26]([NH:28][CH3:29])=[O:27])=[CH:30][CH:31]=4)[CH:7]=3)=[N:17][C:16]=2[CH2:15]1 |f:2.3,7.8.9|. Procedure details: 2-(2-chloropyridin-4-yl)-5,6,7,8-tetrahydro-7,7-dimethylthiazolo[5,4-c]azepin-4-one (70 mg, 1.0 Eq.), 4-amino-N-methyl-benzamide (41 mg, 1.2 Eq.), NaOtBu (61 mg, 2.8 Eq.), Pd(OAc)2 (5 mg, 0.1 Eq.) were suspended/dissolved in dry toluene and degassed (vacuum/N2 cycles×5). 2-Di-tert-butylphosphino)biphenyl (143 mg, 0.2 Eq.) was then added. The resultant mixture was then refluxed overnight. A further portion of NaOtBu (61 mg, 2.8 Eq.), Pd(OAc)2 (5 mg, 0.1 Eq.) and 2-(di-tert-butylphosphino)biphenyl... Reactants: C(CCC)(=O)[O-].[Na+] (sodium butyrate), C(C=CC1=CC=CC=C1)(=O)[O-].[Na+] (sodium cinnamate), S(O)(O)(=O)=O (sulfuric acid). Conditions: time 20 minute. The product is C(C)(=O)C1=CC=CC=C1 (Acetophenone). RXN SMILES: C([O-])(=[O:5])CCC.[Na+].C([O-])(=O)[CH:9]=[CH:10][C:11]1[CH:16]=[CH:15][CH:14]=[CH:13][CH:12]=1.[Na+].S(=O)(=O)(O)O>>[C:10]([C:11]1[CH:16]=[CH:15][CH:14]=[CH:13][CH:12]=1)(=[O:5])[CH3:9] |f:0.1,2.3|. Reported procedure: The same medium and parameters as the inoculum were used. A 500 ml flask containing 100 ml broth was sterilized for 20 min. at 121° C. A 2.5 ml aliquot of sterilized 20% sodium butyrate solution (pH 7.0) and 1 ml. of the 24 hours grown culture were added. The flask was incubated at 30° C. and 150 rpm for 24 hours. Sterile 10% sodium cinnamate (pH 7.0) was added to each flask as follows: 5 g/l at 24 hours, 4 g/l at 72 hours, and 6 g/l at 80 hours. Periodically, 2 ml. samples of broth were acidifi... The reactants are C(CCCCC)N1C2=CC=C(C=C2SC=2C(=C(C=CC12)OC)C=O)OC (10-hexyl-3,7-dimethoxy-phenothiazine-4-carbaldehyde), [BH4-].[Li+] (lithium borohydride), C(CCCCC)N1C2=CC=C(C=C2SC=2C(=C(C=CC12)OC)CO)OC (10-hexyl-3,7-dimethoxyphenothiazine-4-methanol), C(CCC)[Li] (n-butyllithium), COCCOCCl (2-methoxyethoxymethyl chloride). Run in C(C)OCC.CCCCCC (diethyl ether hexane), O1CCCC1 (tetrahydrofuran). The product is C(CCCCC)N1C2=CC=C(C=C2SC=2C(=C(C=CC12)OC)COCOCCOC)OC (10-hexyl-3,7-dimethoxy-4-(2-methoxyethoxymethoxymethyl)-phenothiazine). Reaction SMILES: [CH2:1]([N:7]1[C:20]2[CH:19]=[CH:18][C:17]([O:21][CH3:22])=[C:16]([CH:23]=[O:24])[C:15]=2[S:14][C:13]2[C:8]1=[CH:9][CH:10]=[C:11]([O:25][CH3:26])[CH:12]=2)[CH2:2][CH2:3][CH2:4][CH2:5][CH3:6].[BH4-].[Li+].C(N1C2C=CC(OC)=C(CO)C=2SC2C1=CC=C(OC)C=2)CCCCC.C([Li])CCC.[CH3:60][O:61][CH2:62][CH2:63][O:64][CH2:65]Cl>O1CCCC1.C(OCC)C.CCCCCC>[CH2:1]([N:7]1[C:20]2[CH:19]=[CH:18][C:17]([O:21][CH3:22])=[C:16]([CH2:23][O:24][CH2:60][O:61][CH2:62][CH2:63][O:64][CH3:65])[C:15]=2[S:14][C:13]2[C:8]1=[CH:9][CH:10]=[C:11]([O:25][CH3:26])[CH:12]=2)[CH2:2][CH2:3][CH2:4][CH2:5][CH3:6] |f:1.2,7.8|. Procedure: A solution of 2.39 g (6.43 mmol) of 10-hexyl-3,7-dimethoxy-phenothiazine-4-carbaldehyde in 30 ml of tetrahydrofuran was reduced with 7.0 ml of lithium borohydride solution (1M in tetrahydrofuran) analogously to that described in Example 4.1.1.da. The resulting 10-hexyl-3,7-dimethoxyphenothiazine-4-methanol was reacted with 4.0 ml of n-butyllithium solution (1.6M in hexane) and 1.0 g (8.0 mmol) of 2-methoxyethoxymethyl chloride analogously to that described in Example 4.1.1.db. After chromatograp... Reactants: stainless steel, product, CO (methanol), OCC=1OC(=CC1)CO (2,5-dihydroxymethylfuran), ruthenium zeolite. The solvent is O (water). Reaction conditions: temperature 30 celsius, time 5 hour. Yields the product OCC1OC(CC1)CO (2,5-dihydroxymethyl tetrahydrofuran). Isolated yield 92.0%. As a reaction SMILES: [OH:1][CH2:2][C:3]1[O:4][C:5]([CH2:8][OH:9])=[CH:6][CH:7]=1.CO>O>[OH:1][CH2:2][CH:3]1[CH2:7][CH2:6][CH:5]([CH2:8][OH:9])[O:4]1. Procedure details: To a 2 gal. stainless steel stirred autoclave was charged 1420.5 g. of 2,5-dihydroxymethylfuran and 113.68 g. of the cationic ruthenium zeolite and 1 gal. of methanol. The system was pressurized with H2 to 3500 psig and heated to 30° C. An exothermic gas uptake was seen and the temperature rose within a minute to 82° C. Cooling water was started to control the exothermic reaction. After 5 hours, gas uptake had essentially ceased and gas chromatographic analysis indicated no starting material was...